From a dataset of the Open Reaction Database (ORD), a public repository of structured organic reaction records. describe an organic reaction: reactants, conditions, products, and yield Starting materials: OC1=CN=C2C=C(C=NC2=C1)C(=O)OCC (ethyl 7-hydroxy-1,5-naphthyridine-3-carboxylate), OC1=CN=C2C=C(C=NC2=C1)C(=O)OCC (ethyl 7-hydroxy-1,5-naphthyridine-3-carboxylate), C(=O)([O-])[O-].[Cs+].[Cs+] (Cs2CO3), FC=1C=C(COC2=CN=C3C=C(C=NC3=C2)C(=O)OCC)C=CC1F (Ethyl 7-((3,4-difluorobenzyl)oxy)-1,5-naphthyridine-3-carboxylate), FC=1C=C(CBr)C=CC1F (3,4-difluorobenzyl bromide). Solvent: CN(C)C=O (DMF), O (water), CCOC(=O)C (EtOAc). Conditions: time 72 hour. Yields the product FC=1C=C(COC2=CN=C3C=C(C=NC3=C2)CO)C=CC1F ((7-((3,4-Difluorobenzyl)oxy)-1,5-naphthyridin-3-yl)methanol). Isolated yield 64.0%. Reaction SMILES: [F:1][C:2]1[CH:3]=[C:4]([CH:22]=[CH:23][C:24]=1[F:25])[CH2:5][O:6][C:7]1[CH:16]=[C:15]2[C:10]([CH:11]=[C:12]([C:17](OCC)=[O:18])[CH:13]=[N:14]2)=[N:9][CH:8]=1.OC1C=C2C(C=C(C(OCC)=O)C=N2)=NC=1.C([O-])([O-])=O.[Cs+].[Cs+].FC1C=C(C=CC=1F)CBr>CN(C=O)C.O.CCOC(C)=O>[F:1][C:2]1[CH:3]=[C:4]([CH:22]=[CH:23][C:24]=1[F:25])[CH2:5][O:6][C:7]1[CH:16]=[C:15]2[C:10]([CH:11]=[C:12]([CH2:17][OH:18])[CH:13]=[N:14]2)=[N:9][CH:8]=1 |f:2.3.4|. Procedure details: Ethyl 7-((3,4-difluorobenzyl)oxy)-1,5-naphthyridine-3-carboxylate. To a solution of ethyl 7-hydroxy-1,5-naphthyridine-3-carboxylate (Intermediate 4, 1.0 g, 4.5 mmol) in DMF (20 mL) was added Cs2CO3 (2.2 g, 6.75 mmol), followed by 3,4-difluorobenzyl bromide (0.682 mL, 5.02 mmol). The reaction was stirred at ambient temperature for 72 h. The crude reaction mixture was poured into EtOAc and water. The aqueous layer was extracted with EtOAc and the combined organic fractions were washed with brine a... Procedure details: A mixture of (S)-3-(3′-chloro-biphenyl-4-yl)-2-((S)-1-ethoxycarbonyl-ethoxy)-propionic acid benzyl ester and 10% Pd/C wet in EtOAc was hydrogenated under H2 balloon for 30 mins. The reaction was filtered off the catalyst and concentrated. The residue was purified by HPLC (15 to 70% ACN—H2O (0.1% TFA)) to give oil: 128 mg. HPLC retention time=1.07 minutes (condition C); MS (m−1)=375. Solvent: CCOC(=O)C (EtOAc). The product is ClC=1C=C(C=CC1)C1=CC=C(C=C1)C[C@@H](C(=O)O)O[C@@H](C)C(=O)OCC ((S)-3-(3′-chloro-biphenyl-4-yl)-2-((S)-1-ethoxycarbonyl-ethoxy)-propionic acid). The reagents and catalysts are [Pd] (Pd/C). The reactants are C(C1=CC=CC=C1)OC([C@H](CC1=CC=C(C=C1)C1=CC(=CC=C1)Cl)O[C@@H](C)C(=O)OCC)=O ((S)-3-(3′-chloro-biphenyl-4-yl)-2-((S)-1-ethoxycarbonyl-ethoxy)-propionic acid benzyl ester). As a reaction SMILES: C([O:8][C:9](=[O:33])[C@@H:10]([O:25][C@H:26]([C:28]([O:30][CH2:31][CH3:32])=[O:29])[CH3:27])[CH2:11][C:12]1[CH:17]=[CH:16][C:15]([C:18]2[CH:23]=[CH:22][CH:21]=[C:20]([Cl:24])[CH:19]=2)=[CH:14][CH:13]=1)C1C=CC=CC=1>CCOC(C)=O.[Pd]>[Cl:24][C:20]1[CH:19]=[C:18]([C:15]2[CH:14]=[CH:13][C:12]([CH2:11][C@H:10]([O:25][C@H:26]([C:28]([O:30][CH2:31][CH3:32])=[O:29])[CH3:27])[C:9]([OH:33])=[O:8])=[CH:17][CH:16]=2)[CH:23]=[CH:22][CH:21]=1. Starting materials: O=C[C@H](O)[C@@H](O)[C@@H](O)CO (L-arabinose), CC1([C@@H](N2[C@H](S1)[C@@H](C2=O)NC(=O)[C@@H](C=3C=CC=CC3)N)C(=O)O)C (ampicillin), ( ZUC99/pATX112 ), CC1([C@@H](N2[C@H](S1)[C@@H](C2=O)NC(=O)[C@@H](C=3C=CC=CC3)N)C(=O)O)C (ampicillin), CC(C)S[C@H]1[C@@H]([C@H]([C@H]([C@H](O1)CO)O)O)O (isopropyl-β-D-thiogalactopyranoside). Run at time 24 hour. Yields the product C([C@H](O)[C@@H](O)[C@H](O)CO)O (xylitol), O=C[C@H](O)[C@@H](O)[C@@H](O)CO (L-arabinose). Reaction SMILES: CC1(C)S[C@@H]2[C@H](NC([C@H](N)C3C=CC=CC=3)=O)C(=O)N2[C@H]1C(O)=O.[O:25]=[CH:26][C@@H:27]([C@H:29]([C@H:31]([CH2:33][OH:34])[OH:32])[OH:30])[OH:28].CC(S[C@@H]1[O:44][C@H:43]([CH2:45][OH:46])[C@H:42]([OH:47])[C@H:41]([OH:48])[C@H:40]1[OH:49])C>>[CH2:26]([OH:25])[C@@H:27]([C@H:29]([C@@H:31]([CH2:33][OH:34])[OH:32])[OH:30])[OH:28].[O:46]=[CH:45][C@@H:43]([C@H:42]([C@H:41]([CH2:40][OH:49])[OH:48])[OH:47])[OH:44]. Procedure: To test the activity of the XR/Lad1/Alx1 operon, plasmid pATX112 was inserted into strain ZUC99 by electroporation (ZUC99/pATX112). The strain was inoculated from a single colony into 3 mL LB media supplemented with ampicillin (200 mg/L) and incubated overnight at 30° C. with shaking (250 RPM). After incubation, an aliquot of the culture was diluted 100-fold into 20 mL of fresh LB media contain L-arabinose (1% w/v) and ampicillin (200 mg/L) and incubated (30° C., 250 RPM) for 2 hrs. The culture ... Reactants: O (Water), C(C)OC(=O)N1[C@@H](C[C@@H](C2=NC(=CC=C12)OC)NC1=NC=C(C=C1CC1=CC(=CC(=C1)C(F)(F)F)C(F)(F)F)C1=NN=NN1)CC ((2R*,4S*)-4-{[3,5-Bis(trifluoromethyl)benzyl]-[5-(tetrazol-5-yl)pyridin-2-yl]}amino-2-ethyl-6-methoxy-3,4-dihydro-2H-[1,5]naphthyridine-1-carboxylic acid ethyl ester), C([O-])([O-])=O.[K+].[K+] (potassium carbonate), BrCCO (2-bromoethanol). Solvent: C(C)(=O)OCC (ethyl acetate), CN(C=O)C (N,N-dimethylformamide). Run at temperature 50 celsius, time 2 hour. Yields the product C(C)OC(=O)N1[C@@H](C[C@@H](C2=NC(=CC=C12)OC)NC1=NC=C(C=C1CC1=CC(=CC(=C1)C(F)(F)F)C(F)(F)F)C=1N=NN(N1)CCO)CC ((2R*,4S*)-4-([3,5-bis(trifluoromethyl)benzyl]-{5-[2-(2-hydroxyethyl)-2H-tetrazole-5-yl]pyridin-2-yl})amino-2-ethyl-6-methoxy-3,4-dihydro-2H-[1,5]naphthyridine-1-carboxylic acid ethyl ester). RXN SMILES: [CH2:1]([O:3][C:4]([N:6]1[C:15]2[C:10](=[N:11][C:12]([O:16][CH3:17])=[CH:13][CH:14]=2)[C@@H:9]([NH:18][C:19]2[C:24]([CH2:25][C:26]3[CH:31]=[C:30]([C:32]([F:35])([F:34])[F:33])[CH:29]=[C:28]([C:36]([F:39])([F:38])[F:37])[CH:27]=3)=[CH:23][C:22]([C:40]3[NH:44][N:43]=[N:42][N:41]=3)=[CH:21][N:20]=2)[CH2:8][C@H:7]1[CH2:45][CH3:46])=[O:5])[CH3:2].C(=O)([O-])[O-].[K+].[K+].Br[CH2:54][CH2:55][OH:56].O>CN(C)C=O.C(OCC)(=O)C>[CH2:1]([O:3][C:4]([N:6]1[C:15]2[C:10](=[N:11][C:12]([O:16][CH3:17])=[CH:13][CH:14]=2)[C@@H:9]([NH:18][C:19]2[C:24]([CH2:25][C:26]3[CH:27]=[C:28]([C:36]([F:39])([F:38])[F:37])[CH:29]=[C:30]([C:32]([F:35])([F:33])[F:34])[CH:31]=3)=[CH:23][C:22]([C:40]3[N:41]=[N:42][N:43]([CH2:54][CH2:55][OH:56])[N:44]=3)=[CH:21][N:20]=2)[CH2:8][C@H:7]1[CH2:45][CH3:46])=[O:5])[CH3:2] |f:1.2.3|. Procedure: (2R*,4S*)-4-{[3,5-Bis(trifluoromethyl)benzyl]-[5-(tetrazol-5-yl)pyridin-2-yl]}amino-2-ethyl-6-methoxy-3,4-dihydro-2H-[1,5]naphthyridine-1-carboxylic acid ethyl ester (120 mg), potassium carbonate (51 mg) and excess of 2-bromoethanol are dissolved in N,N-dimethylformamide (3 ml), and the mixture is stirred at 50° C. for 2 hours. Water and ethyl acetate are added to the reaction solution and the organic layer is washed with a saturated brine, dried over magnesium sulfate, and concentrated under re... Starting materials: O1CCN(CC1)C=1C=[N+](C2=CC=CC=C2C1[N+](=O)[O-])[O-] (3-morpholino-4-nitroquinoline-N-oxide), C(C)(=O)OC(C)=O (acetic anhydride), N1=CC=CC=C1 (pyridine). Product: O1CCN(CC1)C=1C(NC2=CC=CC=C2C1[N+](=O)[O-])=O (3-morpholino-4-nitro-2-quinolone). As a reaction SMILES: [O:1]1[CH2:6][CH2:5][N:4]([C:7]2[CH:8]=[N+:9]([O-])[C:10]3[C:15]([C:16]=2[N+:17]([O-:19])=[O:18])=[CH:14][CH:13]=[CH:12][CH:11]=3)[CH2:3][CH2:2]1.N1C=CC=CC=1.C(OC(=O)C)(=[O:29])C>>[O:1]1[CH2:6][CH2:5][N:4]([C:7]2[C:8](=[O:29])[NH:9][C:10]3[C:15]([C:16]=2[N+:17]([O-:19])=[O:18])=[CH:14][CH:13]=[CH:12][CH:11]=3)[CH2:3][CH2:2]1. Procedure: The 3-morpholino-4-nitroquinoline-N-oxide (4 g, 0.015 mol) obtained in Example 5-(b) was dissolved in acetic anhydride (20 ml) and pyridine (20 ml) and the solution was heated on an oil bath at 80° C. for 3 hours. Excess acetic anhydride and pyridine were distilled off from the whole reaction mixture in vacuum and the residue was washed with ether to obtain 3-morpholino-4-nitro-2-quinolone in an amount of 3.5 g (yield, 88%), Reactants: FC(C)(F)C=1C=C(CC(C(=O)OCC)C(O)C2=CC=C(C=C2)F)C=CC1 (ethyl (2RS,3RS)-2-[3-(1,1-difluoroethyl)benzyl]-3-(4-fluorophenyl)-3-hydroxypropionate), [OH-].[Na+] (sodium hydroxide). Run in O1C(CCC1)CCO (tetrahydrofuran-ethanol). Run at time 8 hour. Yields the product FC(C)(F)C=1C=C(CC(C(=O)O)C(O)C2=CC=C(C=C2)F)C=CC1 ((2RS,3RS)-2-[3-(1,1-difluoroethyl)benzyl]-3-(4-fluorophenyl)-3-hydroxypropionic acid). Yield: 75.2%. RXN SMILES: [F:1][C:2]([C:5]1[CH:6]=[C:7]([CH:24]=[CH:25][CH:26]=1)[CH2:8][CH:9]([CH:15]([C:17]1[CH:22]=[CH:21][C:20]([F:23])=[CH:19][CH:18]=1)[OH:16])[C:10]([O:12]CC)=[O:11])([F:4])[CH3:3].[OH-].[Na+]>O1CCCC1CCO>[F:1][C:2]([C:5]1[CH:6]=[C:7]([CH:24]=[CH:25][CH:26]=1)[CH2:8][CH:9]([CH:15]([C:17]1[CH:18]=[CH:19][C:20]([F:23])=[CH:21][CH:22]=1)[OH:16])[C:10]([OH:12])=[O:11])([F:4])[CH3:3] |f:1.2|. Reported procedure: To a solution of ethyl (2RS,3RS)-2-[3-(1,1-difluoroethyl)benzyl]-3-(4-fluorophenyl)-3-hydroxypropionate (5.97 g, 17.6 mmol) in tetrahydrofuran-ethanol (30 ml)-(20 ml) was added 2N sodium hydroxide (18 ml, 36 mmol) at room temperature, and the mixture was stirred overnight at room temperature. After completion of the reaction, the organic solvent was evaporated under reduced pressure, and the aqueous layer was acidified with 1N hydrochloric acid. The mixture was extracted with ethyl acetate. The ... Reactants: COC=1C=C2CCNC2=CC1C(F)(F)F (5-methoxy-6-trifluoromethylindoline), O (water), NC=1C=C2C=CN(C2=CC1)CC=1C=NC=CC1 (5-Amino-1-(3-pyridylmethyl)indole), C(=O)(N1C=NC=C1)N1C=NC=C1 (1,1′-carbonyldiimidazole). Run in ClCCl (dichloromethane), CN(C=O)C (DMF). Run at temperature 110 celsius, time 8 hour. Yields the product N1=CC(=CC=C1)CN1C=CC2=CC(=CC=C12)NC(=O)N1CCC2=CC(=C(C=C12)C(F)(F)F)OC (1-(1-(3-Pyridylmethyl)-5-indolylcarbamoyl)-5-methoxy-6-trifluoromethylindoline). Yield: 17.9%. As a reaction SMILES: [NH2:1][C:2]1[CH:3]=[C:4]2[C:8](=[CH:9][CH:10]=1)[N:7]([CH2:11][C:12]1[CH:13]=[N:14][CH:15]=[CH:16][CH:17]=1)[CH:6]=[CH:5]2.[C:18]([N:25]1[CH:29]=[CH:28]N=[CH:26]1)(N1C=CN=C1)=[O:19].[CH3:30][O:31][C:32]1[CH:33]=[C:34]2C(=[CH:39][C:40]=1[C:41]([F:44])([F:43])[F:42])NCC2.O>ClCCl.CN(C)C=O>[N:14]1[CH:15]=[CH:16][CH:17]=[C:12]([CH2:11][N:7]2[C:8]3[C:4](=[CH:3][C:2]([NH:1][C:18]([N:25]4[C:26]5[C:34](=[CH:33][C:32]([O:31][CH3:30])=[C:40]([C:41]([F:43])([F:44])[F:42])[CH:39]=5)[CH2:28][CH2:29]4)=[O:19])=[CH:10][CH:9]=3)[CH:5]=[CH:6]2)[CH:13]=1. Procedure details: A solution of aminoindole (D48, 0.40 g, 1.8 mmol) and 1,1′-carbonyldiimidazole (0.30 g, 1.8 mmol) in dichloromethane (40 mL) was stirred at room temperature for 1.75 h, then evaporated. To the residue was added dimethylformamide (DMF, 10 mL) and a solution of 5-methoxy-6-trifluoromethylindoline (D11, 0.39 g, 1.8 mmol) in DMF (5 mL). The mixture was stirred at 110° C. overnight, then poured into water and extracted with dichloromethane. The extract was washed with water, dried and evaporated. The...